This data is from the Open Reaction Database (ORD), a public repository of structured organic reaction records. The task is: describe an organic reaction: reactants, conditions, products, and yield Starting materials: Cl (hydrochloric acid), S(=S)(=O)([O-])[O-].[Na+].[Na+] (sodium thiosulfate), Cl(=O)(=O)(=O)[O-].[Na+] (sodium perchlorate), CC1(C=2C=CC(=CC2C(CC1)(C)C)O)C (5,5,8,8-tetramethyl-5,6,7,8tetrahydronaphthalen-2-ol), [OH-].[Na+] (sodium hydroxide), [I-].[Na+] (sodium iodide). Solvent: CO (methanol). Run at temperature 0 celsius, time 2 hour. The product is IC=1C(=CC=2C(CCC(C2C1)(C)C)(C)C)O (3-iodo-5,5,8,8-tetramethyl-5,6,7,8-tetrahydronaphthalen-2-ol). Reaction SMILES: Cl([O-])(=O)(=O)=O.[Na+].[CH3:7][C:8]1([CH3:21])[CH2:17][CH2:16][C:15]([CH3:19])([CH3:18])[C:14]2[CH:13]=[C:12]([OH:20])[CH:11]=[CH:10][C:9]1=2.[OH-].[Na+].[I-:24].[Na+].S([O-])([O-])(=O)=S.[Na+].[Na+].Cl>CO>[I:24][C:11]1[C:12]([OH:20])=[CH:13][C:14]2[C:15]([CH3:19])([CH3:18])[CH2:16][CH2:17][C:8]([CH3:21])([CH3:7])[C:9]=2[CH:10]=1 |f:0.1,3.4,5.6,7.8.9|. Reported procedure: A 3.6% sodium perchlorate solution was added dropwise to a mixture of 5,5,8,8-tetramethyl-5,6,7,8tetrahydronaphthalen-2-ol(6.35 g, 31.1 mmol), sodium hydroxide (1.23 g, 34.2 mmol) and sodium iodide (4.6 g, 31.1 mmol) in methanol (115 ml), at 0° C. The mixture was maintained under stirring for two hours at 0° C. 33 ml of a 10% sodium thiosulfate solution were added. After stirring, the mixture was acidified with hydrochloric acid to pH 1. It was extracted with 200 ml of ethyl ether. The organic p...